From a dataset of the Open Reaction Database (ORD), a public repository of structured organic reaction records. describe an organic reaction: reactants, conditions, products, and yield Starting materials: CCOC(C)=O, Cc1cnc(Cl)nc1N(C)CCCO, ClCCl, O=C(N=NC(=O)N1CCCCC1)N1CCCCC1, Oc1ccc2[nH]ccc2c1, c1ccc(P(c2ccccc2)c2ccccc2)cc1. Yields the product Cc1cnc(Cl)nc1N(C)CCCOc1ccc2[nH]ccc2c1. Reaction SMILES: [CH3:65][CH2:66][O:67][C:68]([CH3:69])=[O:70].[Cl:1][c:2]1[n:3][cH:4][c:5]([CH3:14])[c:6]([N:8]([CH2:9][CH2:10][CH2:11][OH:12])[CH3:13])[n:7]1.[Cl:62][CH2:63][Cl:64].[N:44]([C:45]([N:46]1[CH2:47][CH2:48][CH2:49][CH2:50][CH2:51]1)=[O:52])=[N:53][C:54]([N:55]1[CH2:56][CH2:57][CH2:58][CH2:59][CH2:60]1)=[O:61].[OH:15][c:16]1[cH:17][c:18]2[cH:19][cH:20][nH:21][c:22]2[cH:23][cH:24]1.[c:25]1([P:26]([c:27]2[cH:28][cH:29][cH:30][cH:31][cH:32]2)[c:33]2[cH:34][cH:35][cH:36][cH:37][cH:38]2)[cH:39][cH:40][cH:41][cH:42][cH:43]1>>[Cl:1][c:2]1[n:3][cH:4][c:5]([CH3:14])[c:6]([N:8]([CH2:9][CH2:10][CH2:11][O:12][c:16]2[cH:17][c:18]3[cH:19][cH:20][nH:21][c:22]3[cH:23][cH:24]2)[CH3:13])[n:7]1. Reactants: BrC1=CC(=C(C(=N1)Cl)NC)[N+](=O)[O-] (6-bromo-2-chloro-N-methyl-4-nitropyridin-3-amine), [Cl-].[NH4+] (ammonium chloride). The reagents and catalysts are [Fe] (Fe). Run in O (water), C(C)O (ethanol), CCOC(=O)C (EtOAc). Reaction conditions: temperature 140 celsius. The product is BrC1=CC(=C(C(=N1)Cl)NC)N (6-bromo-2-chloro-N3-methylpyridine-3,4-diamine). Reaction SMILES: [Br:1][C:2]1[N:7]=[C:6]([Cl:8])[C:5]([NH:9][CH3:10])=[C:4]([N+:11]([O-])=O)[CH:3]=1.[Cl-].[NH4+]>C(O)C.O.CCOC(C)=O.[Fe]>[Br:1][C:2]1[N:7]=[C:6]([Cl:8])[C:5]([NH:9][CH3:10])=[C:4]([NH2:11])[CH:3]=1 |f:1.2|. Procedure details: To a solution of 6-bromo-2-chloro-N-methyl-4-nitropyridin-3-amine 2.59 (1 g, 3.75 mmol) in ethanol (10 ml) was added Fe powder (1.05 g, 18.7 mmol) and a solution of ammonium chloride (1 g, 18.8 mmol) in water (3 mL). The mixture was heated in microwave at 140° C. for 30 min. The mixture was then diluted with EtOAc, filtered and evaporated to give 6-bromo-2-chloro-N3-methylpyridine-3,4-diamine 2.59-A, which was used in the next step without purification.